This data is from the Open Reaction Database (ORD), a public repository of structured organic reaction records. The task is: describe an organic reaction: reactants, conditions, products, and yield RXN SMILES: [SH:1][CH2:2][CH2:3][C:4]1[C:15]([NH2:16])=[C:8]2[C:9]([NH2:14])=[N:10][S:11](=[O:13])(=[O:12])[C:7]2=[CH:6][CH:5]=1.[CH3:17][N:18]([CH2:20][C:21]1[O:25][C:24]([CH2:26]O)=[CH:23][CH:22]=1)[CH3:19]>Cl>[CH3:17][N:18]([CH2:20][C:21]1[O:25][C:24]([CH2:26][S:1][CH2:2][CH2:3][C:4]2[C:15]([NH2:16])=[C:8]3[C:9]([NH2:14])=[N:10][S:11](=[O:13])(=[O:12])[C:7]3=[CH:6][CH:5]=2)=[CH:23][CH:22]=1)[CH3:19]. Procedure: To a stirred solution of N3 -[2-mercapto ethyl]-1,2-benzoisothiazole-3,4-diamine-1,1-dioxide (D.9, 0.11 g) in concentrated hydrochloric acid (0.4 ml) under nitrogen at -10° C. was added 5-dimethylaminomethyl-2-furanmethanol (0.08 g). After stirring at room temperature overnight, the reaction mixture was worked-up as described in Example 2 to afford the title compound. Product: CN(C)CC1=CC=C(O1)CSCCC1=CC=C2C(C(=NS2(=O)=O)N)=C1N ([2-(5-Dimethylaminomethylfuran-2-ylmethylthio)ethyl]-1,2-benzoisothiazole-3,4-diamine-1,1-dioxide). The reactants are SCCC1=CC=C2C(C(=NS2(=O)=O)N)=C1N ([2-mercapto ethyl]-1,2-benzoisothiazole-3,4-diamine-1,1-dioxide), CN(C)CC1=CC=C(O1)CO (5-dimethylaminomethyl-2-furanmethanol). Reaction conditions: time 8 hour. Run in Cl (hydrochloric acid). The reactants are CCOC(=O)C(C)CCCBr, O=C([O-])[O-], CCO, [I-], [K+], [K+], [Na+], COc1cccc(O)c1C=O. As a reaction SMILES: [Br:12][CH2:13][CH2:14][CH2:15][CH:16]([C:17](=[O:18])[O:19][CH2:20][CH3:21])[CH3:22].[C:23](=[O:24])([O-:25])[O-:26].[CH3:31][CH2:32][OH:33].[I-:30].[K+:27].[K+:28].[Na+:29].[OH:1][c:2]1[c:3]([CH:4]=[O:5])[c:6]([O:10][CH3:11])[cH:7][cH:8][cH:9]1>>[O:1]([c:2]1[c:3]([CH:4]=[O:5])[c:6]([O:10][CH3:11])[cH:7][cH:8][cH:9]1)[CH2:13][CH2:14][CH2:15][CH:16]([C:17](=[O:18])[O:19][CH2:20][CH3:21])[CH3:22]. Product: CCOC(=O)C(C)CCCOc1cccc(OC)c1C=O. The reactants are ClC1=C(C=CC=C1)C(C(=O)OCC)(C)C (ethyl 2-(2-chlorophenyl)-2-methylpropanoate), [OH-].[K+] (KOH). Run in CCO.O (EtOH water). Product: ClC1=C(C=CC=C1)C(C(=O)O)(C)C (2-(2-chlorophenyl)-2-methylpropanoic acid). Isolated yield 84.3%. Reaction SMILES: [Cl:1][C:2]1[CH:7]=[CH:6][CH:5]=[CH:4][C:3]=1[C:8]([CH3:15])([CH3:14])[C:9]([O:11]CC)=[O:10].[OH-].[K+]>CCO.O>[Cl:1][C:2]1[CH:7]=[CH:6][CH:5]=[CH:4][C:3]=1[C:8]([CH3:15])([CH3:14])[C:9]([OH:11])=[O:10] |f:1.2,3.4|. Reported procedure: A solution of ethyl 2-(2-chlorophenyl)-2-methylpropanoate (3.48 g, 15.4 mmol) and KOH (8.61 g, 154 mmol) in EtOH/water (1:1, 200 mL) was heated at 150° C. in a sealed vessel for 2 hours. The solution was concentrated in vacuo, suspended in diethyl ether (200 mL), and extracted with 1N NaOH(aq) (3×100 mL). The aqueous solution was made acidic with concentrated HCl and extracted with EtOAc (3×100 mL). The combined organic layers were washed with brine (100 mL), dried over MgSO4, concentrated, and ... Starting materials: Cl (HCl), [Na] (sodium), C1=CC=CC2=CC=CC=C12 (naphthalene), C1(=CC=CC=C1)S(=O)(=O)N[C@H]1[C@@H](CCC1)CC1=CC=C(C=C1)CC(=O)OC (methyl trans-4-[[2-[[(phenyl)sulfonyl]amino]cyclopentyl]methyl]benzeneacetate). Run in O (water), COCCOC (1,2-dimethoxyethane), COCCOC (1,2-dimethoxyethane). Run at temperature 20 celsius, time 1 hour. The product is N[C@H]1[C@@H](CCC1)CC1=CC=C(C=C1)CC(=O)OCC (Ethyl trans-4-[(2-aminocyclopentyl]methyl]benzeneacetate). Yield: 39.3%. As a reaction SMILES: [Na].[CH:2]1C2C(=CC=CC=2)C=CC=1.C1(S([NH:21][C@@H:22]2[CH2:26][CH2:25][CH2:24][C@H:23]2[CH2:27][C:28]2[CH:33]=[CH:32][C:31]([CH2:34][C:35]([O:37][CH3:38])=[O:36])=[CH:30][CH:29]=2)(=O)=O)C=CC=CC=1.Cl>COCCOC.O>[NH2:21][C@@H:22]1[CH2:26][CH2:25][CH2:24][C@H:23]1[CH2:27][C:28]1[CH:29]=[CH:30][C:31]([CH2:34][C:35]([O:37][CH2:38][CH3:2])=[O:36])=[CH:32][CH:33]=1 |^1:0|. Procedure: 0.5 g (21 mmoles) of sodium is added to a mixture of 2.6 g (21 mmoles) of naphthalene and 20 ml of 1,2-dimethoxyethane, under a flow of nitrogen. After stirring 1 hour at 20° C., a solution of 2 g (5.2 mmoles) of methyl trans-4-[[2-[[(phenyl)sulfonyl]amino]cyclopentyl]methyl]benzeneacetate in 20 ml of 1,2-dimethoxyethane is added dropwise during 1 hour, at room temperature. After stirring 1 hour at 20° C., 40 ml of water are added dropwise, before washing with ethyl acetate. The aqueous phase ac...